This data is from the Open Reaction Database (ORD), a public repository of structured organic reaction records. The task is: describe an organic reaction: reactants, conditions, products, and yield Starting materials: CN1CCNCC1, CCO, O=C1C=CCCc2ccccc21. The product is CN1CCN(C2CCc3ccccc3C(=O)C2)CC1. RXN SMILES: [CH3:1][N:2]1[CH2:3][CH2:4][NH:5][CH2:6][CH2:7]1.[CH3:20][CH2:21][OH:22].[O:8]=[C:9]1[CH:10]=[CH:11][CH2:12][CH2:13][c:14]2[c:15]1[cH:16][cH:17][cH:18][cH:19]2>>[CH3:1][N:2]1[CH2:3][CH2:4][N:5]([CH:11]2[CH2:10][C:9](=[O:8])[c:15]3[c:14]([cH:19][cH:18][cH:17][cH:16]3)[CH2:13][CH2:12]2)[CH2:6][CH2:7]1. The reactants are ClC=1C=C(C=CC1Cl)C(C#N)C1=C(C=C(C=C1Cl)[N+](=O)[O-])Cl (α-(3,4-dichlorophenyl)-α-(2,6-dichloro-4-nitrophenyl)acetonitrile), [H][H] (hydrogen). The reagents and catalysts are [Ni] (Raney's nickel). Solvent: CO (methanol). Product: ClC=1C=C(N)C=C(C1C(C1=CC(=C(C=C1)Cl)Cl)C#N)Cl (3,5-dichloro-4-(3,4-dichloro-α-cyanobenzyl)aniline). Yield: 95.0%. RXN SMILES: [Cl:1][C:2]1[CH:3]=[C:4]([CH:9]([C:12]2[C:17]([Cl:18])=[CH:16][C:15]([N+:19]([O-])=O)=[CH:14][C:13]=2[Cl:22])[C:10]#[N:11])[CH:5]=[CH:6][C:7]=1[Cl:8].[H][H]>CO.[Ni]>[Cl:18][C:17]1[CH:16]=[C:15]([CH:14]=[C:13]([Cl:22])[C:12]=1[CH:9]([C:10]#[N:11])[C:4]1[CH:5]=[CH:6][C:7]([Cl:8])=[C:2]([Cl:1])[CH:3]=1)[NH2:19]. Procedure: In 100 ml of methanol were dissolved 7.6 g of α-(3,4-dichlorophenyl)-α-(2,6-dichloro-4-nitrophenyl)acetonitrile and 0.8 g (50%) of Raney's nickel. The solution was subjected to reduction with three times as much mol. of hydrogen gas. Insolubles were removed from the reaction mixture, then the remaining solution was concentrated to give the titled compound in a yield of 95%, m.p.191-194° C.